This data is from the Open Reaction Database (ORD), a public repository of structured organic reaction records. The task is: describe an organic reaction: reactants, conditions, products, and yield Reactants: C[C@@H]1N(C(OC1)=O)CC1=CC=C(C(=O)O)C=C1 ((S)-4-(4-methyl-2-oxooxazolidin-3-ylmethyl)benzoic acid), C1(CC1)C=1C=C(C(=NC1)N1CCNCC1)C (1-(5-cyclopropyl-3-methylpyridin-2-yl)piperazine). Product: C1(CC1)C=1C=C(C(=NC1)N1CCN(CC1)C(=O)C1=CC=C(CN2C(OC[C@@H]2C)=O)C=C1)C ((S)-3-{4-[4-(5-cyclopropyl-3-methylpyridin-2-yl)piperazine-1-carbonyl]benzyl}-4-methyloxazolidin-2-one). Isolated yield 81.4%. Reaction SMILES: [CH3:1][C@H:2]1[CH2:6][O:5][C:4](=[O:7])[N:3]1[CH2:8][C:9]1[CH:17]=[CH:16][C:12]([C:13]([OH:15])=O)=[CH:11][CH:10]=1.[CH:18]1([C:21]2[CH:22]=[C:23]([CH3:33])[C:24]([N:27]3[CH2:32][CH2:31][NH:30][CH2:29][CH2:28]3)=[N:25][CH:26]=2)[CH2:20][CH2:19]1>>[CH:18]1([C:21]2[CH:22]=[C:23]([CH3:33])[C:24]([N:27]3[CH2:28][CH2:29][N:30]([C:13]([C:12]4[CH:11]=[CH:10][C:9]([CH2:8][N:3]5[C@@H:2]([CH3:1])[CH2:6][O:5][C:4]5=[O:7])=[CH:17][CH:16]=4)=[O:15])[CH2:31][CH2:32]3)=[N:25][CH:26]=2)[CH2:20][CH2:19]1. Procedure details: Using (S)-4-(4-methyl-2-oxooxazolidin-3-ylmethyl)benzoic acid (141 mg) described in Preparation Example 66 and 1-(5-cyclopropyl-3-methylpyridin-2-yl)piperazine (143 mg) described in Preparation Example 83 and by the reaction and treatment in the same manner as in Example 87, the title compound (212 mg) was obtained. The reactants are [Si](C)(C)(C(C)(C)C)OC1=C(C=O)C=CC(=C1O[Si](C)(C)C(C)(C)C)C (2,3-Bis-tert-butyldimethylsilyloxy-4-methylbenzaldehyde), [Br-].COC=1C=C(C[P+](C2=CC=CC=C2)(C2=CC=CC=C2)C2=CC=CC=C2)C=C(C1OC)OC (3,4,5-trimethoxybenzyltriphenylphosphonium bromide), C(CCC)[Li] (butyllithium), solution. Solvent: [Cl-].[Na+].O (brine), O1CCCC1 (tetrahydrofuran), O1CCCC1 (tetrahydrofuran), CCCCCC (hexane). Run at temperature 0 celsius, time 20 minute. The product is CC=1C(=C(C(=CC1)\C=C/C1=CC(=C(C(=C1)OC)OC)OC)O[Si](C)(C)C(C)(C)C)O[Si](C)(C)C(C)(C)C (3-Methyl-6-[(Z)-2-(3,4,5-trimethoxyphenyl)vinyl]-1,2-di(tert-butyldimethylsilyloxy)benzene). Yield: 48.7%. RXN SMILES: [Br-].[CH3:2][O:3][C:4]1[CH:5]=[C:6]([CH:27]=[C:28]([O:32][CH3:33])[C:29]=1[O:30][CH3:31])[CH2:7][P+](C1C=CC=CC=1)(C1C=CC=CC=1)C1C=CC=CC=1.C([Li])CCC.[Si:39]([O:46][C:47]1[C:54]([O:55][Si:56]([C:59]([CH3:62])([CH3:61])[CH3:60])([CH3:58])[CH3:57])=[C:53]([CH3:63])[CH:52]=[CH:51][C:48]=1[CH:49]=O)([C:42]([CH3:45])([CH3:44])[CH3:43])([CH3:41])[CH3:40]>O1CCCC1.CCCCCC.[Cl-].[Na+].O>[CH3:63][C:53]1[C:54]([O:55][Si:56]([C:59]([CH3:62])([CH3:61])[CH3:60])([CH3:58])[CH3:57])=[C:47]([O:46][Si:39]([C:42]([CH3:45])([CH3:44])[CH3:43])([CH3:40])[CH3:41])[C:48](/[CH:49]=[CH:7]\[C:6]2[CH:27]=[C:28]([O:32][CH3:33])[C:29]([O:30][CH3:31])=[C:4]([O:3][CH3:2])[CH:5]=2)=[CH:51][CH:52]=1 |f:0.1,6.7.8|. Procedure details: A suspension of 3,4,5-trimethoxybenzyltriphenylphosphonium bromide (1.77 g, 3.4 mmol) in tetrahydrofuran (40 mL) was cooled to 0° C. and butyllithium (2.1 mL of a 1.6 N solution in hexane, 3.39 mmol) was added dropwise. The brick red solution was stirred at 0° C. for 20 min, then cooled to −78° C. and a solution of 16 (0.86 g, 2.26 mmol) in tetrahydrofuran (15 mL) was added dropwise. The temperature was allowed to rise to room temperature overnight, than the reaction was poured into brine (100 m... Reactants: COC=1C=C(C=O)C=C(C1OCCC)SC (3-methoxy-5-methylthio-4-propoxybenzaldehyde), [BH4-].[Na+] (sodium borohydride). The solvent is CO (methanol). Run at time 10 minute. Product: COC=1C=C(CO)C=C(C1OCCC)SC (3-methoxy-5-methylthio-4-propoxybenzyl alcohol). Isolated yield 98.1%. RXN SMILES: [CH3:1][O:2][C:3]1[CH:4]=[C:5]([CH:8]=[C:9]([S:15][CH3:16])[C:10]=1[O:11][CH2:12][CH2:13][CH3:14])[CH:6]=[O:7].[BH4-].[Na+]>CO>[CH3:1][O:2][C:3]1[CH:4]=[C:5]([CH:8]=[C:9]([S:15][CH3:16])[C:10]=1[O:11][CH2:12][CH2:13][CH3:14])[CH2:6][OH:7] |f:1.2|. Procedure: 15.5 g (0.065 mole) of 3-methoxy-5-methylthio-4-propoxybenzaldehyde in 300 ml of methanol was cooled in ice bath. 1 g (0.026 mole) of sodium borohydride was added in 3 portions to the above solution. The mixture was stirred for 10 minutes in ice bath. MeOH was removed, and the residue was purified by flash column chromatography to afford 15.45 g (95% yield) of 3-methoxy-5-methylthio-4-propoxybenzyl alcohol as a light yellow oil. Starting materials: ClC1=CC=2C3CN(CC(C2C=C1)C3)C(C(F)(F)F)=O (1-(4-Chloro-10-aza-tricyclo[6.3.1.02,7]dodeca-2(7),3,5-trien-10-yl)-2,2,2-trifluoro-ethanone), C(=O)([O-])[O-].[Na+].[Na+] (Na2CO3). Run in CO (methanol), O (H2O), O (water). Conditions: time 2 hour. Yields the product Cl.ClC1=CC=2C3CNCC(C2C=C1)C3 (4-Chloro-10-azatricyclo[6.3.1.02,7]dodeca-2(7),3,5-triene hydrochloride). RXN SMILES: [Cl:1][C:2]1[CH:12]=[CH:11][C:10]2[CH:9]3[CH2:13][CH:5]([CH2:6][N:7](C(=O)C(F)(F)F)[CH2:8]3)[C:4]=2[CH:3]=1.C([O-])([O-])=O.[Na+].[Na+]>CO.O>[ClH:1].[Cl:1][C:2]1[CH:12]=[CH:11][C:10]2[CH:9]3[CH2:13][CH:5]([CH2:6][NH:7][CH2:8]3)[C:4]=2[CH:3]=1 |f:1.2.3,6.7|. Procedure: 1-(4-Chloro-10-aza-tricyclo[6.3.1.02,7]dodeca-2(7),3,5-trien-10-yl)-2,2,2-trifluoro-ethanone (470 mg, 1.62 mmol) and Na2CO3 (344 mg, 3.24 mmol) in methanol (30 mL) and H2O (10 mL) were heated to reflux. After 2 hours, the reaction was cooled and diluted with water then extracted with ethyl acetate (4×40 mL), dried (Na2SO4), filtered and concentrated to a yellow oil. The crude material was treated with excess 3N HCl ethyl acetate and concentrated, then dissolved in a minimum of CH2Cl2 and the sol... The reactants are C(CCC)NC(=O)C=1N=C2C(=NC1NCCCC)N(N=C2)CC (N-butyl-6-butylamino-1-ethyl-1H-pyrazolo-[3,4-b]pyrazine-5-carboxamide), [OH-].[Na+] (sodium hydroxide). The solvent is C(C)O (ethanol). Yields the product C(CCC)NC1=C(N=C2C(=N1)N(N=C2)CC)C(=O)O (6-butylamino-1-ethyl-1H-pyrazolo[3,4-b]pyrazine-5-carboxylic acid). Reaction SMILES: C(N[C:6]([C:8]1[N:9]=[C:10]2[CH:21]=[N:20][N:19]([CH2:22][CH3:23])[C:11]2=[N:12][C:13]=1[NH:14][CH2:15][CH2:16][CH2:17][CH3:18])=[O:7])CCC.[OH-:24].[Na+]>C(O)C>[CH2:15]([NH:14][C:13]1[N:12]=[C:11]2[N:19]([CH2:22][CH3:23])[N:20]=[CH:21][C:10]2=[N:9][C:8]=1[C:6]([OH:7])=[O:24])[CH2:16][CH2:17][CH3:18] |f:1.2|. Procedure: 23.5 g. of N-butyl-6-butylamino-1-ethyl-1H-pyrazolo-[3,4-b]pyrazine-5-carboxamide (0.0735 mol.) suspended in 230 ml. of sodium hydroxide (2.5 N) and 460 ml. of ethanol are heated at reflux for 48 hours. Then the solution is evaporated to a volume of about 60-80 ml. The sodium salt of the acid precipitates. Acidification of the pulp with dilute hydrochloric acid with stirring provides 6-butylamino-1-ethyl-1H-pyrazolo[3,4-b]pyrazine-5-carboxylic acid which is filtered off, washed with water and dr... Reactants: C(=O)=O (CO2), FC(C(=O)OC(C(F)(F)F)=O)(F)F (trifluoroacetic anhydride), C(CCCCCCC)N (octyl amine), CCN(CC)P1(=NC(C)(C)C)N(CCCN1C)C (BEMP), CCCCCCCCCCCCC (tridecane), C(N)(OCCCCCCCC)=O (octyl carbamate), C(=O)=O (carbon dioxide), FC(C(=O)OC(C(F)(F)F)=O)(F)F (trifluoroacetic anhydride). The solvent is C(C)#N (acetonitrile), C(C)OCC (diethyl ether), C(C)#N (acetonitrile). Reaction conditions: time 30 minute. Product: C(CCCCCCC)N=C=O (octyl isocyanate). Yield: 83.0%. As a reaction SMILES: [CH2:1]([NH2:9])[CH2:2][CH2:3][CH2:4][CH2:5][CH2:6][CH2:7][CH3:8].CCN(P1(N(C)CCCN1C)=NC(C)(C)C)CC.CCCCCCCCCCCCC.[C:41](=O)=[O:42].FC(F)(F)C(OC(=O)C(F)(F)F)=O.C(=O)(OCCCCCCCC)N>C(OCC)C.C(#N)C>[CH2:1]([N:9]=[C:41]=[O:42])[CH2:2][CH2:3][CH2:4][CH2:5][CH2:6][CH2:7][CH3:8]. Reported procedure: A Fischer-Porter bottle was charged with 0.65 g (5 mmol) of octyl amine, 2.74 g of BEMP (10 mmol), 25 mL of acetonitrile and 184 mg (1 mmol) of tridecane as an internal standard. The bottle was pressurized to 80 psig with carbon dioxide and the solution was stirred for 30 min. at room temperature. A second Fischer-Porter bottle was charged with 0.71 mL (5 mmol) of trifluoroacetic anhydride and 25 mL of acetonitrile then pressurized to 80 psig with CO2. The two solutions were cooled to 0° C. in a... The reactants are CN(/C=C/C(CN1C(C2=CC=CC=C2C1=O)=O)=O)C ((E)-2-(4-(dimethylamino)-2-oxobut-3-enyl)isoindoline-1,3-dione), NC1=C(C(=NN1)C1=CC=C(C=C1)OC1=CC=CC=C1)C#N (5-amino-3-(4-phenoxy phenyl)-1H-pyrazole-4-carbonitrile). Run in CC(=O)O (HOAc). Run at temperature 120 celsius. Yields the product O=C1N(C(C2=CC=CC=C12)=O)CC1=CC=NC=2N1N=C(C2C#N)C2=CC=C(C=C2)OC2=CC=CC=C2 (7-((1,3-dioxoisoindolin-2-yl)methyl)-2-(4-phenoxyphenyl)pyrazolo[1,5-a]pyrimidine-3-carbonitrile). The yield is 39.1%. RXN SMILES: C[N:2]([CH3:19])/[CH:3]=[CH:4]/[C:5](=O)[CH2:6][N:7]1[C:15](=[O:16])[C:14]2[C:9](=[CH:10][CH:11]=[CH:12][CH:13]=2)[C:8]1=[O:17].[NH2:20][C:21]1[NH:25][N:24]=[C:23]([C:26]2[CH:31]=[CH:30][C:29]([O:32][C:33]3[CH:38]=[CH:37][CH:36]=[CH:35][CH:34]=3)=[CH:28][CH:27]=2)[C:22]=1C#N>CC(O)=O>[O:16]=[C:15]1[C:14]2[C:9](=[CH:10][CH:11]=[CH:12][CH:13]=2)[C:8](=[O:17])[N:7]1[CH2:6][C:5]1[N:25]2[N:24]=[C:23]([C:26]3[CH:31]=[CH:30][C:29]([O:32][C:33]4[CH:38]=[CH:37][CH:36]=[CH:35][CH:34]=4)=[CH:28][CH:27]=3)[C:22]([C:21]#[N:20])=[C:19]2[N:2]=[CH:3][CH:4]=1. Procedure: A mixture of (E)-2-(4-(dimethylamino)-2-oxobut-3-enyl)isoindoline-1,3-dione (600 mg, 2.33 mmol) and 5-amino-3-(4-phenoxy phenyl)-1H-pyrazole-4-carbonitrile (642 mg, 2.33 mmol) in 20 mL of HOAc was stirred and heated to 120° C. for 15 hr. The mixture was concentrated and suspended in 30 mL of solvent (PE/EA=4/1). The mixture was filtered and the solid was purified by pre-TLC (DCM/EA=50/1) to give 430 mg (40%) of 7-((1,3-dioxoisoindolin-2-yl)methyl)-2-(4-phenoxyphenyl)pyrazolo[1,5-a]pyrimidine-3-c... Reagents/catalysts: [Cu]I (CuI), C=1C=CC(=CC1)[P](C=2C=CC=CC2)(C=3C=CC=CC3)[Pd]([P](C=4C=CC=CC4)(C=5C=CC=CC5)C=6C=CC=CC6)([P](C=7C=CC=CC7)(C=8C=CC=CC8)C=9C=CC=CC9)[P](C=1C=CC=CC1)(C=1C=CC=CC1)C=1C=CC=CC1 (Pd(PPh3)4). Procedure details: A solution of 8-bromo-N-(2-chlorophenyl)-N-methyl-4,5-dihydrobenzo[b]thieno[2,3-d]oxepine-2-carboxamide 150 (50 mg, 0.11 mmol) in triethylamine (2 mL) containing CuI (2.1 mg, 0.011 mmol) was degassed with bubbling nitrogen for 10 min. Pd(PPh3)4 (13 mg, 0.011 mmol) was added followed by trimethylsilylacetylene (5 equiv). The reaction vessel was sealed and heated in the microwave at 130° C. for 30 min. The cooled mixture was diluted with water and extracted with ethylacetate. The combined organics... Run at temperature 130 celsius, time 2 hour. Product: ClC1=C(C=CC=C1)N(C(=O)C1=CC2=C(C3=C(OCC2)C=C(C=C3)C#C)S1)C (N-(2-chlorophenyl)-8-ethynyl-N-methyl-4,5-dihydrobenzo[b]thieno[2,3-d]oxepine-2-carboxamide). Run in O (water), C(C)N(CC)CC (triethylamine). RXN SMILES: Br[C:2]1[CH:3]=[CH:4][C:5]2[C:11]3[S:12][C:13]([C:15]([N:17]([C:19]4[CH:24]=[CH:23][CH:22]=[CH:21][C:20]=4[Cl:25])[CH3:18])=[O:16])=[CH:14][C:10]=3[CH2:9][CH2:8][O:7][C:6]=2[CH:26]=1.C[Si]([C:31]#[CH:32])(C)C>C(N(CC)CC)C.O.[Cu]I.C1C=CC([P]([Pd]([P](C2C=CC=CC=2)(C2C=CC=CC=2)C2C=CC=CC=2)([P](C2C=CC=CC=2)(C2C=CC=CC=2)C2C=CC=CC=2)[P](C2C=CC=CC=2)(C2C=CC=CC=2)C2C=CC=CC=2)(C2C=CC=CC=2)C2C=CC=CC=2)=CC=1>[Cl:25][C:20]1[CH:21]=[CH:22][CH:23]=[CH:24][C:19]=1[N:17]([CH3:18])[C:15]([C:13]1[S:12][C:11]2[C:5]3[CH:4]=[CH:3][C:2]([C:31]#[CH:32])=[CH:26][C:6]=3[O:7][CH2:8][CH2:9][C:10]=2[CH:14]=1)=[O:16] |^1:46,48,67,86|. The reactants are C[Si](C)(C)C#C (trimethylsilylacetylene), BrC=1C=CC2=C(OCCC3=C2SC(=C3)C(=O)N(C)C3=C(C=CC=C3)Cl)C1 (8-bromo-N-(2-chlorophenyl)-N-methyl-4,5-dihydrobenzo[b]thieno[2,3-d]oxepine-2-carboxamide).